This data is from the Open Reaction Database (ORD), a public repository of structured organic reaction records. The task is: describe an organic reaction: reactants, conditions, products, and yield The reactants are C(C1=CC=CC=C1)N1C(N(C2=CC=CC=C2C1=O)CC(=O)OCC)=S (ethyl 2-(3-benzyl-1,2,3,4-tetrahydro-4-oxo-2-thioxoquinazolin-1-yl)acetate), [OH-].[Na+] (sodium hydroxide), Cl (hydrochloric acid). The solvent is CO (methanol). Reaction conditions: time 4 hour. The product is C(C1=CC=CC=C1)N1C(N(C2=CC=CC=C2C1=O)CC(=O)O)=S (2-(3-benzyl-1,2,3,4-tetrahydro-4-oxo-2-thioxoquinazolin-1-yl)acetic acid). Reaction SMILES: [CH2:1]([N:8]1[C:17](=[O:18])[C:16]2[C:11](=[CH:12][CH:13]=[CH:14][CH:15]=2)[N:10]([CH2:19][C:20]([O:22]CC)=[O:21])[C:9]1=[S:25])[C:2]1[CH:7]=[CH:6][CH:5]=[CH:4][CH:3]=1.[OH-].[Na+].Cl>CO>[CH2:1]([N:8]1[C:17](=[O:18])[C:16]2[C:11](=[CH:12][CH:13]=[CH:14][CH:15]=2)[N:10]([CH2:19][C:20]([OH:22])=[O:21])[C:9]1=[S:25])[C:2]1[CH:7]=[CH:6][CH:5]=[CH:4][CH:3]=1 |f:1.2|. Procedure details: A mixture of ethyl 2-[2-(N-benzylcarbamoyl)-anilino]acetate (1.5 g) and N,N'-thiocarbonyldiimidazole (2.85 g) was stirred at 120° C. for 30 minutes. After cooling, the reaction mixture was diluted with chloroform and chromatographed on silica gel. Elution with chloroform gave ethyl 2-(3-benzyl-1,2,3,4-tetrahydro-4-oxo-2-thioxoquinazolin-1-yl)acetate. A mixture of ethyl 2-(3-benzyl-1,2,3,4-tetrahydro-4-oxo-2-thioxoquinazolin-1-yl)acetate and 1N sodium hydroxide (2 ml) in methanol (10 ml) was stir... Reactants: O=C([O-])[O-], CC(=O)OCC(=O)C1(O)C(O)C=C2C3CCC4=CC(=O)C=CC4(C)C3C(O)CC21C, CC(=O)O, CO, [K+], [K+], O. Yields the product CC12C=CC(=O)C=C1CCC1C3=CC(O)C(O)(C(=O)CO)C3(C)CC(O)C12. RXN SMILES: [C:1](=[O:2])([O-:3])[O-:4].[C:7](=[O:8])([CH3:9])[O:10][CH2:11][C:12]([C:13]1([OH:35])[CH:14]([OH:34])[CH:15]=[C:16]2[CH:17]3[CH2:18][CH2:19][C:20]4=[CH:21][C:22](=[O:33])[CH:23]=[CH:24][C:25]4([CH3:26])[CH:27]3[CH:28]([OH:32])[CH2:29][C:30]12[CH3:31])=[O:36].[CH3:37][C:38](=[O:39])[OH:40].[CH3:42][OH:43].[K+:5].[K+:6].[OH2:41]>>[OH:10][CH2:11][C:12]([C:13]1([OH:35])[CH:14]([OH:34])[CH:15]=[C:16]2[CH:17]3[CH2:18][CH2:19][C:20]4=[CH:21][C:22](=[O:33])[CH:23]=[CH:24][C:25]4([CH3:26])[CH:27]3[CH:28]([OH:32])[CH2:29][C:30]12[CH3:31])=[O:36].